This data is from the Open Reaction Database (ORD), a public repository of structured organic reaction records. The task is: describe an organic reaction: reactants, conditions, products, and yield Starting materials: CCc1ccc2oc(Cc3ccccc3)c(S(=O)(=O)c3ccc(O)cc3)c2c1, CCN(CC)CCCCl. Yields the product CCc1ccc2oc(Cc3ccccc3)c(S(=O)(=O)c3ccc(OCCCN(CC)CC)cc3)c2c1. Reaction SMILES: [CH2:1]([c:2]1[cH:3][cH:4][cH:5][cH:6][cH:7]1)[c:8]1[o:9][c:10]2[c:11]([c:12]1[S:13](=[O:14])(=[O:15])[c:16]1[cH:17][cH:18][c:19]([OH:22])[cH:20][cH:21]1)[cH:23][c:24]([CH2:27][CH3:28])[cH:25][cH:26]2.[CH2:29]([CH3:30])[N:31]([CH2:32][CH2:33][CH2:34][Cl:35])[CH2:36][CH3:37]>>[CH2:1]([c:2]1[cH:3][cH:4][cH:5][cH:6][cH:7]1)[c:8]1[o:9][c:10]2[c:11]([c:12]1[S:13](=[O:14])(=[O:15])[c:16]1[cH:17][cH:18][c:19]([O:22][CH2:34][CH2:33][CH2:32][N:31]([CH2:29][CH3:30])[CH2:36][CH3:37])[cH:20][cH:21]1)[cH:23][c:24]([CH2:27][CH3:28])[cH:25][cH:26]2.